This data is from the Open Reaction Database (ORD), a public repository of structured organic reaction records. The task is: describe an organic reaction: reactants, conditions, products, and yield The reactants are C([C@H](O)C)(=O)O (D(-)-lactic acid), CC1(CN2C(CCC2(NC1)C)=O)C (racemic 3,3,6-trimethyl-9-oxo-1,5-diazabicyclo[4.3.0]nonane). Reaction conditions: temperature 25 celsius, time 1 hour. Yields the product C([C@H](O)C)(=O)O.CC1(CN2C(CCC2(NC1)C)=O)C (3,3,6-Trimethyl-9-oxo-1,5-diazabicyclo[4.3.0]nonane D(-)-lactate). RXN SMILES: [C:1]([OH:6])(=[O:5])[C@@H:2]([CH3:4])[OH:3].[CH3:7][C:8]1([CH3:19])[CH2:16][NH:15][C:14]2([CH3:17])[N:10]([C:11](=[O:18])[CH2:12][CH2:13]2)[CH2:9]1>>[C:1]([OH:6])(=[O:5])[C@@H:2]([CH3:4])[OH:3].[CH3:7][C:8]1([CH3:19])[CH2:16][NH:15][C:14]2([CH3:17])[N:10]([C:11](=[O:18])[CH2:12][CH2:13]2)[CH2:9]1 |f:2.3|. Procedure: 2740 g (1 mole) of purified 3.3% strength by weight aqueous D(-)-lactic acid are initially taken, and 182 g (1 mole) of racemic 3,3,6-trimethyl-9-oxo-1,5-diazabicyclo[4.3.0]nonane are introduced slowly at 22° C. The reaction is slightly exothermic, and the temperature increases to 25° C. Stirring is continued for 1 hour, and the mixture is evaporated down in a rotary evaporator at a maximum bath temperature of 70° C. and under 30 mm Hg. 277 g of residue are obtained in the form of a reddish oil,... Reactants: CC1(C(C1(C)C)CO)C ((2,2,3,3-tetramethylcyclopropyl)methanol), [H-].[Na+] (NaH), ClC=1C(=CC(=C(C(=O)NS(=O)(=O)C)C1)F)F (5-chloro-2,4-difluoro-N-(methylsulfonyl)benzamide). The solvent is O (water), CCOC(=O)C (EtOAc), CN(C)C=O (DMF). Reaction conditions: time 30 minute. Product: ClC=1C(=CC(=C(C(=O)NS(=O)(=O)C)C1)F)OCC1C(C1(C)C)(C)C (5-chloro-2-fluoro-N-(methylsulfonyl)-4-((2,2,3,3-tetramethylcyclopropyl)-methoxy)benzamide). Yield: 25.2%. Reaction SMILES: [CH3:1][C:2]1([CH3:9])[C:4]([CH3:6])([CH3:5])[CH:3]1[CH2:7][OH:8].[H-].[Na+].[Cl:12][C:13]1[C:14](F)=[CH:15][C:16]([F:26])=[C:17]([CH:25]=1)[C:18]([NH:20][S:21]([CH3:24])(=[O:23])=[O:22])=[O:19]>CN(C=O)C.O.CCOC(C)=O>[Cl:12][C:13]1[C:14]([O:8][CH2:7][CH:3]2[C:4]([CH3:6])([CH3:5])[C:2]2([CH3:9])[CH3:1])=[CH:15][C:16]([F:26])=[C:17]([CH:25]=1)[C:18]([NH:20][S:21]([CH3:24])(=[O:22])=[O:23])=[O:19] |f:1.2|. Procedure details: To a stirred solution of (2,2,3,3-tetramethylcyclopropyl)methanol (80 mg, 0.62 mmol) in dry DMF (10 mL) at 0° C. was added NaH (25 mg, 0.62 mmol). After being stirred for 30 min, 5-chloro-2,4-difluoro-N-(methylsulfonyl)benzamide (54 mg, 0.21 mmol) was added. After being stirred at room temperature for 18 h, the mixture was diluted with water (10 mL) and EtOAc (20 mL). The organic layer was separated and the aqueous layer was extracted with EtOAc (20 ml×2). The combined organic layers was dried o... Solvent: O (water). Yields the product OC(C[N+](C)(C)C)CC([O-])=O (carnitine). Reaction conditions: temperature 10 celsius, time 1 hour. Isolated yield 90.5%. Reagents/catalysts: [Pt] (platinum on activated charcoal). As a reaction SMILES: [CH3:1][N:2]([CH3:4])[CH3:3].C([O:7][C:8](=[O:14])[CH2:9][C:10]([CH2:12]Cl)=[O:11])C>[Pt].O>[OH:11][CH:10]([CH2:9][C:8](=[O:14])[O-:7])[CH2:12][N+:2]([CH3:4])([CH3:3])[CH3:1]. Procedure: In a 1 liter flask with a cooling jacket equipped with a mechanical stirrer and a thermometer, 295.5 gm. of aqueous trimethylamine solution (TMA) (40.0 percent, 2.00 moles) was prepared and cooled to 10° C. (in a cryometer, or tap water). With a hose-equipped perpex compression pump and a teflon hose, which was submerged (extended) into the TMA solution, 73.50 gm. of γ-chloroacetoacetic ethyl ester (89.6 percent, 40 moles) was added in doses during 3.5 hours at 10° C., while stirring well. The v... Reactants: CN(C)C (trimethylamine), teflon, C(C)OC(CC(=O)CCl)=O (γ-chloroacetoacetic ethyl ester). Reactants: Cl.COC([C@@H](N)CC1=CC=CC=C1)=O (L-phenylalanine methyl ester hydrochloride), C(C)(=O)N[C@@H](CC1=CC=CC=C1)C(=O)O (N-acetyl-L-phenylalanine), CN1CCOCC1 (N-methylmorpholine). Solvent: CC(=O)N(C)C (dimethylacetamide), CN(C=O)C (dimethylformamide). Run at temperature 0 celsius, time 12 hour. Yields the product COC([C@@H](NC([C@@H](NC(C)=O)CC1=CC=CC=C1)=O)CC1=CC=CC=C1)=O (N-acetyl-L-phenylalaninyl-L-phenylalanine methyl ester). Yield: 84.6%. RXN SMILES: Cl.[CH3:2][O:3][C:4](=[O:14])[C@H:5]([CH2:7][C:8]1[CH:13]=[CH:12][CH:11]=[CH:10][CH:9]=1)[NH2:6].[C:15]([NH:18][C@H:19]([C:27](O)=[O:28])[CH2:20][C:21]1[CH:26]=[CH:25][CH:24]=[CH:23][CH:22]=1)(=[O:17])[CH3:16].CN1CCOCC1>CC(N(C)C)=O.CN(C)C=O>[CH3:2][O:3][C:4](=[O:14])[C@H:5]([CH2:7][C:8]1[CH:13]=[CH:12][CH:11]=[CH:10][CH:9]=1)[NH:6][C:27](=[O:28])[C@H:19]([CH2:20][C:21]1[CH:22]=[CH:23][CH:24]=[CH:25][CH:26]=1)[NH:18][C:15](=[O:17])[CH3:16] |f:0.1|. Reported procedure: 0.38 g of L-phenylalanine methyl ester hydrochloride (1.8 mmol), 0.37 g of N-acetyl-L-phenylalanine (1.7 mmol) and 1.6 ml of N-methylmorpholine (14.6 mmol) are dissolved in 30 ml of dimethylacetamide and cooled to 0° C. 1.2 ml of CPA from example 2 (50% in dimethylformamide, 1.9 mmol) are then added. The mixture is stirred at 0° for another 1 h and at room temperature for 12 h. The solution is concentrated by evaporation and extracted with ethyl acetate and 1N HCl solution, sat. NaHCO3, sat. NaC... The reactants are COC([C@@H](NC([C@H](NC(=O)OCC1=CC=CC=C1)CC1=CC=CC=C1)=O)CC(C)C)=O (Nα -benzyloxycarbonyl-D-phenylalanyl-L-leucine methyl ester), Cl (hydrogen chloride), [H][H] (hydrogen). The reagents and catalysts are [Pd] (palladium on carbon). Run in CO (methanol), CO (methanol). The product is Cl.COC([C@@H](NC([C@H](N)CC1=CC=CC=C1)=O)CC(C)C)=O (D-Phenylalanyl-L-leucine methyl ester hydrochloride). RXN SMILES: [CH3:1][O:2][C:3](=[O:31])[C@H:4]([CH2:27][CH:28]([CH3:30])[CH3:29])[NH:5][C:6](=[O:26])[C@@H:7]([CH2:19][C:20]1[CH:25]=[CH:24][CH:23]=[CH:22][CH:21]=1)[NH:8]C(OCC1C=CC=CC=1)=O.[ClH:32].[H][H]>CO.[Pd]>[ClH:32].[CH3:1][O:2][C:3](=[O:31])[C@H:4]([CH2:27][CH:28]([CH3:29])[CH3:30])[NH:5][C:6](=[O:26])[C@@H:7]([CH2:19][C:20]1[CH:25]=[CH:24][CH:23]=[CH:22][CH:21]=1)[NH2:8] |f:5.6|. Procedure: A solution of 7 g. (0.016 mol) of Nα -benzyloxycarbonyl-D-phenylalanyl-L-leucine methyl ester in 120 ml. of methanol is treated with 6.12 ml. of 2.680N hydrogen chloride in methanol and reduced with hydrogen and 500 mg. of 10% palladium on carbon at atmospheric pressure. The reaction is monitored by thin layer chromatography. The mixture is filtered to separate the catalyst and the solution evaporated; 5.4 g. as a glass; [α]D23 -82.5° (c 1.02, methanol). Starting materials: Cn1nccc1-c1csc(C(=O)O)c1, CCN(C(C)C)C(C)C, ClC(Cl)Cl, NC(Cc1c(F)cccc1F)CN1C(=O)c2ccccc2C1=O. The product is Cn1nccc1-c1csc(C(=O)NC(Cc2c(F)cccc2F)CN2C(=O)c3ccccc3C2=O)c1. As a reaction SMILES: [CH3:1][n:2]1[n:3][cH:4][cH:5][c:6]1-[c:7]1[cH:8][c:9]([C:12](=[O:13])[OH:14])[s:10][cH:11]1.[CH:38]([N:39]([CH2:40][CH3:41])[CH:42]([CH3:43])[CH3:44])([CH3:45])[CH3:46].[CH:47]([Cl:48])([Cl:49])[Cl:50].[NH2:15][CH:16]([CH2:17][N:18]1[C:19](=[O:28])[c:20]2[cH:21][cH:22][cH:23][cH:24][c:25]2[C:26]1=[O:27])[CH2:29][c:30]1[c:31]([F:37])[cH:32][cH:33][cH:34][c:35]1[F:36]>>[CH3:1][n:2]1[n:3][cH:4][cH:5][c:6]1-[c:7]1[cH:8][c:9]([C:12](=[O:14])[NH:15][CH:16]([CH2:17][N:18]2[C:19](=[O:28])[c:20]3[cH:21][cH:22][cH:23][cH:24][c:25]3[C:26]2=[O:27])[CH2:29][c:30]2[c:31]([F:37])[cH:32][cH:33][cH:34][c:35]2[F:36])[s:10][cH:11]1.